Dataset: the Open Reaction Database (ORD), a public repository of structured organic reaction records. Task: describe an organic reaction: reactants, conditions, products, and yield The reactants are [N+](=O)([O-])C1=CC=C(C=C1)N1N=CN=N1 (2-(4-Nitrophenyl)-2H-tetrazole), C(C)(=O)OCC (Ethyl acetate). The reagents and catalysts are [Pd] (palladium on carbon). The solvent is C(C)O (ethanol). Conditions: time 2 hour. Product: N=1N(N=NC1)C1=CC=C(N)C=C1 (4-(2H-tetrazol-2-yl)aniline). Reaction SMILES: [N+:1]([C:4]1[CH:9]=[CH:8][C:7]([N:10]2[N:14]=[N:13][CH:12]=[N:11]2)=[CH:6][CH:5]=1)([O-])=O.C(OCC)(=O)C>C(O)C.[Pd]>[N:11]1[N:10]([C:7]2[CH:8]=[CH:9][C:4]([NH2:1])=[CH:5][CH:6]=2)[N:14]=[N:13][CH:12]=1. Procedure: 2-(4-Nitrophenyl)-2H-tetrazole (200 mg, 1.05 mmol) was suspended in ethanol (1 mL). Ethyl acetate (1 mL) was added to improved solubility. The solution was degassed and purged with nitrogen 3 times before palladium on carbon (10% w/w, 223 mg, 0.2 mmol) was added. The mixture was degassed and purged with hydrogen 3 times and stirred under a hydrogen balloon for 2 hours. The reaction was diluted with acetone and passed through a plug of silica gel, which was washed thoroughly with acetone. The fil... The reactants are FC1=CC=C(CNC(=O)C2=CC=C(C=C2)S(=O)(=O)Cl)C=C1 (4-(4-Fluoro-benzylcarbamoyl)-benzenesulfonyl chloride), C1(=CC=CC=C1)C1=CNC2=C1C=NC=C2 (3-Phenyl-1H-pyrrolo[3,2-c]pyridine). The solvent is C1CCOC1 (THF), C1CCOC1 (THF), C1CCOC1 (THF). Product: FC1=CC=C(CNC(C2=CC=C(C=C2)S(=O)(=O)N2C=C(C=3C=NC=CC32)C3=CC=CC=C3)=O)C=C1 (N-(4-Fluoro-benzyl)-4-(3-phenyl-pyrrolo[3,2-c]pyridine-1-sulfonyl)-benzamide). Yield: 78.7%. RXN SMILES: [C:1]1([C:7]2[C:11]3[CH:12]=[N:13][CH:14]=[CH:15][C:10]=3[NH:9][CH:8]=2)[CH:6]=[CH:5][CH:4]=[CH:3][CH:2]=1.[F:16][C:17]1[CH:36]=[CH:35][C:20]([CH2:21][NH:22][C:23]([C:25]2[CH:30]=[CH:29][C:28]([S:31](Cl)(=[O:33])=[O:32])=[CH:27][CH:26]=2)=[O:24])=[CH:19][CH:18]=1>C1COCC1>[F:16][C:17]1[CH:18]=[CH:19][C:20]([CH2:21][NH:22][C:23](=[O:24])[C:25]2[CH:30]=[CH:29][C:28]([S:31]([N:9]3[C:10]4[CH:15]=[CH:14][N:13]=[CH:12][C:11]=4[C:7]([C:1]4[CH:2]=[CH:3][CH:4]=[CH:5][CH:6]=4)=[CH:8]3)(=[O:32])=[O:33])=[CH:27][CH:26]=2)=[CH:35][CH:36]=1. Reported procedure: Add a 5 ml THF solution of 3-Phenyl-1H-pyrrolo[3,2-c]pyridine (500 mg, 2.57 mmol, 1 eq) to a 4 ml THF solution of KotBu (303 mg, 2.70 mmol, 1.05 eq) under N2 atmosphere. Stir reaction for 10 minutes and then add a 5 ml THF solution of 4-(4-Fluoro-benzylcarbamoyl)-benzenesulfonyl chloride (844 mg, 2.57 mmol, 1 eq). Stir reaction for 16 hours, remove solvent on rotovap, and purify by silica gel chromatography to give N-(4-Fluoro-benzyl)-4-(3-phenyl-pyrrolo[3,2-c]pyridine-1-sulfonyl)-benzamide (982... Reagents/catalysts: C=1C=CC(=CC1)/C=C/C(=O)/C=C/C2=CC=CC=C2.C=1C=CC(=CC1)/C=C/C(=O)/C=C/C2=CC=CC=C2.C=1C=CC(=CC1)/C=C/C(=O)/C=C/C2=CC=CC=C2.[Pd].[Pd] (tris(dibenzylideneacetone)dipalladium). Isolated yield 17.8%. Run in O (water), C1(=CC=CC=C1)C (toluene). The reactants are C1(CCCCC1)P(C1=C(C=CC=C1)C1=C(C=CC=C1OC(C)C)OC(C)C)C1CCCCC1 (dicyclohexyl(2′,6′-diisopropoxybiphenyl-2-yl)phosphine), BrC1=CC=C(C=C1)C(C(F)(F)F)(C(F)(F)F)O (2-(4-bromophenyl)-1,1,1,3,3,3-hexafluoro-2-propanol), Cl.C[C@@H]1NCCN(C1)S(=O)(=O)C1=CC=CC=C1 ((S)-2-methyl-4-(phenylsulfonyl)piperazine hydrochloride), CC(C)([O-])C.[Na+] (sodium tert-butoxide). RXN SMILES: Br[C:2]1[CH:7]=[CH:6][C:5]([C:8]([OH:17])([C:13]([F:16])([F:15])[F:14])[C:9]([F:12])([F:11])[F:10])=[CH:4][CH:3]=1.Cl.[CH3:19][C@H:20]1[CH2:25][N:24]([S:26]([C:29]2[CH:34]=[CH:33][CH:32]=[CH:31][CH:30]=2)(=[O:28])=[O:27])[CH2:23][CH2:22][NH:21]1.CC(C)([O-])C.[Na+].C1(P(C2CCCCC2)C2C=CC=CC=2C2C(OC(C)C)=CC=CC=2OC(C)C)CCCCC1>O.C1C=CC(/C=C/C(/C=C/C2C=CC=CC=2)=O)=CC=1.C1C=CC(/C=C/C(/C=C/C2C=CC=CC=2)=O)=CC=1.C1C=CC(/C=C/C(/C=C/C2C=CC=CC=2)=O)=CC=1.[Pd].[Pd].C1(C)C=CC=CC=1>[F:10][C:9]([F:12])([F:11])[C:8]([C:5]1[CH:6]=[CH:7][C:2]([N:21]2[CH2:22][CH2:23][N:24]([S:26]([C:29]3[CH:34]=[CH:33][CH:32]=[CH:31][CH:30]=3)(=[O:27])=[O:28])[CH2:25][C@@H:20]2[CH3:19])=[CH:3][CH:4]=1)([OH:17])[C:13]([F:16])([F:15])[F:14] |f:1.2,3.4,7.8.9.10.11|. Product: FC(C(C(F)(F)F)(O)C1=CC=C(C=C1)N1[C@H](CN(CC1)S(=O)(=O)C1=CC=CC=C1)C)(F)F (1,1,1,3,3,3-hexafluoro-2-(4-((2S)-2-methyl-4-(phenylsulfonyl)-1-piperazinyl)phenyl)-2-propanol). Reaction conditions: temperature 100 celsius. Procedure: A 20 mL vial was charged with 2-(4-bromophenyl)-1,1,1,3,3,3-hexafluoro-2-propanol (1.52 g, 4.70 mmol, Bioorg. Med. Chem. Lett. 2002, 12, 3009), (S)-2-methyl-4-(phenylsulfonyl)piperazine hydrochloride (1.00 g, 3.61 mmol), sodium tert-butoxide (1.13 g, 11.7 mmol), and 10 mL of anhydrous toluene. To this was added dicyclohexyl(2′,6′-diisopropoxybiphenyl-2-yl)phosphine (RuPhos) (0.051 g, 0.11 mmol, Strem Chemical Inc, Newburyport, Mass.) and tris(dibenzylideneacetone)dipalladium (0) (0.033 g, 0.036 ... The reactants are CCOC(=O)C(C)(C)Br, O=C([O-])[O-], O=C1C(Cc2c(Cl)cc(-c3ccc(O)cc3)cc2Cl)CCN1C1CCCCC1, [Cs+], [Cs+], CN(C)C=O. Product: CCOC(=O)C(C)(C)Oc1ccc(-c2cc(Cl)c(CC3CCN(C4CCCCC4)C3=O)c(Cl)c2)cc1. Reaction SMILES: [Br:29][C:30]([C:31](=[O:32])[O:33][CH2:34][CH3:35])([CH3:36])[CH3:37].[C:38](=[O:39])([O-:40])[O-:41].[CH:1]1([N:7]2[C:8](=[O:28])[CH:9]([CH2:12][c:13]3[c:14]([Cl:27])[cH:15][c:16](-[c:20]4[cH:21][cH:22][c:23]([OH:26])[cH:24][cH:25]4)[cH:17][c:18]3[Cl:19])[CH2:10][CH2:11]2)[CH2:2][CH2:3][CH2:4][CH2:5][CH2:6]1.[Cs+:42].[Cs+:43].[O:44]=[CH:45][N:46]([CH3:47])[CH3:48]>>[CH:1]1([N:7]2[C:8](=[O:28])[CH:9]([CH2:12][c:13]3[c:14]([Cl:27])[cH:15][c:16](-[c:20]4[cH:21][cH:22][c:23]([O:26][C:30]([C:31](=[O:32])[O:33][CH2:34][CH3:35])([CH3:36])[CH3:37])[cH:24][cH:25]4)[cH:17][c:18]3[Cl:19])[CH2:10][CH2:11]2)[CH2:2][CH2:3][CH2:4][CH2:5][CH2:6]1. Solvent: CN(C=O)C (N,N-dimethylformamide). The reactants are C(C1=CC=CC=C1)(C1=CC=CC=C1)(C1=CC=CC=C1)N1N=C(C=C1)C1=CC=C(S1)C(=O)OC (methyl 5-(1-trityl-1H-3-pyrazolyl)-2-thiophene carboxylate), IN1C(CCC1=O)=O (N-iodosuccinimide), IN1C(CCC1=O)=O (N-iodosuccinimide), S(=S)(=O)([O-])[O-].[Na+].[Na+] (sodium thiosulfate), C([O-])(O)=O.[Na+] (sodium bicarbonate). The product is IC=1C(=NN(C1)C(C1=CC=CC=C1)(C1=CC=CC=C1)C1=CC=CC=C1)C1=CC=C(S1)C(=O)OC (Methyl 5-(4-iodo-1-trityl-1H-3-pyrazolyl)-2-thiophene carboxylate). Conditions: temperature 80 celsius, time 24 hour. Isolated yield 95.7%. Reported procedure: 20 g methyl 5-(1-trityl-1H-3-pyrazolyl)-2-thiophene carboxylate and 10.6 g N-iodosuccinimide were stirred in 200 mL N,N-dimethylformamide at 80° C. for 24 hours. Additional N-iodosuccinimide, 10.6 g, was added thereto and stirred at 80° C. for 24 hours, and then an aqueous solution of sodium thiosulfate and an aqueous solution of sodium bicarbonate were added thereto and stirred for 1 hour, and the formed solid was collected by filtration. The solid was dissolved in dichloromethane and dried ove... RXN SMILES: [C:1]([N:20]1[CH:24]=[CH:23][C:22]([C:25]2[S:29][C:28]([C:30]([O:32][CH3:33])=[O:31])=[CH:27][CH:26]=2)=[N:21]1)([C:14]1[CH:19]=[CH:18][CH:17]=[CH:16][CH:15]=1)([C:8]1[CH:13]=[CH:12][CH:11]=[CH:10][CH:9]=1)[C:2]1[CH:7]=[CH:6][CH:5]=[CH:4][CH:3]=1.[I:34]N1C(=O)CCC1=O.S([O-])([O-])(=O)=S.[Na+].[Na+].C(=O)(O)[O-].[Na+]>CN(C)C=O>[I:34][C:23]1[C:22]([C:25]2[S:29][C:28]([C:30]([O:32][CH3:33])=[O:31])=[CH:27][CH:26]=2)=[N:21][N:20]([C:1]([C:14]2[CH:19]=[CH:18][CH:17]=[CH:16][CH:15]=2)([C:8]2[CH:9]=[CH:10][CH:11]=[CH:12][CH:13]=2)[C:2]2[CH:3]=[CH:4][CH:5]=[CH:6][CH:7]=2)[CH:24]=1 |f:2.3.4,5.6|.